This data is from the Open Reaction Database (ORD), a public repository of structured organic reaction records. The task is: describe an organic reaction: reactants, conditions, products, and yield Reactants: COc1ccc(N)cc1, O=C(O)c1c(Cl)ccc([N+](=O)[O-])c1Cl, Cl. Yields the product COc1ccc(Nc2c([N+](=O)[O-])ccc(Cl)c2C(=O)O)cc1. As a reaction SMILES: [CH3:1][O:2][c:3]1[cH:4][cH:5][c:6]([NH2:9])[cH:7][cH:8]1.[Cl:10][c:11]1[c:12]([C:13](=[O:14])[OH:15])[c:16]([Cl:23])[cH:17][cH:18][c:19]1[N+:20](=[O:21])[O-:22].[ClH:24]>>[CH3:1][O:2][c:3]1[cH:4][cH:5][c:6]([NH:9][c:11]2[c:12]([C:13](=[O:14])[OH:15])[c:16]([Cl:23])[cH:17][cH:18][c:19]2[N+:20](=[O:21])[O-:22])[cH:7][cH:8]1. Product: Cn1nc([N+](=O)[O-])cc1CBr. Starting materials: O=C([O-])O, Cn1nc([N+](=O)[O-])cc1CO, ClC(Cl)Cl, ClCCl, [Na+], BrP(Br)Br. RXN SMILES: [C:16](=[O:17])([OH:18])[O-:19].[CH3:1][n:2]1[n:3][c:4]([N+:9](=[O:10])[O-:11])[cH:5][c:6]1[CH2:7][OH:8].[CH:21]([Cl:22])([Cl:23])[Cl:24].[Cl:25][CH2:26][Cl:27].[Na+:20].[P:12]([Br:13])([Br:14])[Br:15]>>[CH3:1][n:2]1[n:3][c:4]([N+:9](=[O:10])[O-:11])[cH:5][c:6]1[CH2:7][Br:13]. Starting materials: COC(C1=CC(=C(C=C1)N)Br)=O (Methyl-4-amino-3-bromobenzoate), N(=O)[O-].[Na+] (sodium nitrite), O.O.[Sn](Cl)Cl (tin(II)chloride dihydrate), [OH-].[Na+] (NaOH). Run in O (water), ClCCl (dichloromethane), Cl (hydrochloric acid), O (water), Cl (hydrochloric acid). Reaction conditions: temperature -10 celsius, time 1.5 hour. Product: BrC=1C=C(C(=O)OC)C=CC1NN (methyl 3-bromo-4-hydrazino-benzoate). RXN SMILES: [CH3:1][O:2][C:3](=[O:12])[C:4]1[CH:9]=[CH:8][C:7]([NH2:10])=[C:6]([Br:11])[CH:5]=1.[N:13]([O-])=O.[Na+].O.O.[Sn](Cl)Cl.[OH-].[Na+]>O.Cl.ClCCl>[Br:11][C:6]1[CH:5]=[C:4]([CH:9]=[CH:8][C:7]=1[NH:10][NH2:13])[C:3]([O:2][CH3:1])=[O:12] |f:1.2,3.4.5,6.7|. Reported procedure: Methyl-4-amino-3-bromobenzoate (32 g, 139 mmol) is combined with 250 mL conc. hydrochloric acid and cooled to −10° C. A solution of sodium nitrite (10.2 g, 146 mmol) in 120 mL water is added dropwise such that the temperature does not exceed −5° C. After 40 min stirring at −10° C. a solution of tin(II)chloride dihydrate (128 g, 556 mmol) in 130 mL conc. hydrochloric acid is added dropwise to the suspension, while the reaction temperature does not exceed −5° C. The thick liquid suspension is stir... As a reaction SMILES: [CH2:1]([O:3][C:4](=[O:24])[CH:5]=[C:6]([C:13]1[CH:21]=[C:20]2[C:16]([CH:17]=[CH:18][NH:19]2)=[C:15]([O:22][CH3:23])[CH:14]=1)[C:7]1[CH:12]=[CH:11][CH:10]=[CH:9][CH:8]=1)[CH3:2].N1C2C(=CC=CC=2C(C2C=CC=CC=2)CC(NC)=O)C=C1>>[CH2:1]([O:3][C:4](=[O:24])[CH2:5][CH:6]([C:13]1[CH:21]=[C:20]2[C:16]([CH:17]=[CH:18][NH:19]2)=[C:15]([O:22][CH3:23])[CH:14]=1)[C:7]1[CH:8]=[CH:9][CH:10]=[CH:11][CH:12]=1)[CH3:2]. Product: C(C)OC(CC(C1=CC=CC=C1)C1=CC(=C2C=CNC2=C1)OC)=O (3-(4-Methoxy-1H-indol-6-yl)-3-phenyl-propionic acid ethyl ester). Starting materials: C(C)OC(C=C(C1=CC=CC=C1)C1=CC(=C2C=CNC2=C1)OC)=O (3-(4-methoxy-1H-indol-6-yl)-3-phenyl-acrylic acid ethyl ester), N1C=CC2=CC=CC(=C12)C(CC(=O)NC)C1=CC=CC=C1 (3-(1H-Indol-7-yl)-N-methyl-3-phenyl-propionamide). Reported procedure: 3-(4-Methoxy-1H-indol-6-yl)-3-phenyl-propionic acid ethyl ester CXXXV was prepared from 3-(4-methoxy-1H-indol-6-yl)-3-phenyl-acrylic acid ethyl ester using the procedure described above for preparation of 3-(1H-Indol-7-yl)-N-methyl-3-phenyl-propionamide XIX (Example 4). Starting materials: [N+](=O)([O-])C=1C=C(C(=CC1C)O)C (4-nitro-2,5-xylenol), BrCCCC(C(=O)OC)(C)C (5-bromo-2,2-dimethylvaleric acid, methyl ester), C([O-])([O-])=O.[K+].[K+] (potassium carbonate). The solvent is C(C)#N (acetonitrile). Yields the product CC1=C(OCCCC(C(=O)OC)(C)C)C=C(C(=C1)[N+](=O)[O-])C (5-(2,5-Dimethyl-4-nitrophenoxy)-2,2-dimethylpentanoic acid, methyl ester). Isolated yield 58.8%. As a reaction SMILES: [N+:1]([C:4]1[CH:5]=[C:6]([CH3:12])[C:7]([OH:11])=[CH:8][C:9]=1[CH3:10])([O-:3])=[O:2].Br[CH2:14][CH2:15][CH2:16][C:17]([CH3:23])([CH3:22])[C:18]([O:20][CH3:21])=[O:19].C(=O)([O-])[O-].[K+].[K+]>C(#N)C>[CH3:12][C:6]1[CH:5]=[C:4]([N+:1]([O-:3])=[O:2])[C:9]([CH3:10])=[CH:8][C:7]=1[O:11][CH2:14][CH2:15][CH2:16][C:17]([CH3:23])([CH3:22])[C:18]([O:20][CH3:21])=[O:19] |f:2.3.4|. Procedure: A mixture of 16.7 g (100 mmol) of 4-nitro-2,5-xylenol, 24.5 g (110 mmol) of 5-bromo-2,2-dimethylvaleric acid, methyl ester (U.S. Pat. No. 4,665,226) and 15.3 g (110 mmol) of anhydrous potassium carbonate in 200 mL of acetonitrile is stirred at reflux for 18 hours overnight. The inorganic solid is removed, washed thoroughly with fresh acetonitrile and the filtrate is evaporated. The solid residue is stirred with a mixture of diethyl ether and 100 mL of 2N potassium hydroxide solution. The aqueous... Reactants: C1(=CC=CC=C1)C1=C(CCC2CCNCC2)C=CC=C1 (4-(2-phenylphenethyl)piperidine), raw material, COC1=NC=CC=C1C=O (2-methoxy-3-pyridinecarboxaldehyde), C(C)(=O)O[BH-](OC(C)=O)OC(C)=O.[Na+] (sodium triacetoxy borohydride), [OH-].[Na+] (sodium hydroxide). Solvent: O1CCCC1 (tetrahydrofuran). Run at time 20 hour. The product is COC1=NC=CC=C1CN1CCC(CC1)CCC1=C(C=CC=C1)C1=CC=CC=C1 (1-[(2-Methoxy-3-pyridyl)methyl]-4-(2-phenylphenethyl)piperidine). The yield is 80.8%. RXN SMILES: [C:1]1([C:7]2[CH:20]=[CH:19][CH:18]=[CH:17][C:8]=2[CH2:9][CH2:10][CH:11]2[CH2:16][CH2:15][NH:14][CH2:13][CH2:12]2)[CH:6]=[CH:5][CH:4]=[CH:3][CH:2]=1.[CH3:21][O:22][C:23]1[C:28]([CH:29]=O)=[CH:27][CH:26]=[CH:25][N:24]=1.C(O[BH-](OC(=O)C)OC(=O)C)(=O)C.[Na+].[OH-].[Na+]>O1CCCC1>[CH3:21][O:22][C:23]1[C:28]([CH2:29][N:14]2[CH2:13][CH2:12][CH:11]([CH2:10][CH2:9][C:8]3[CH:17]=[CH:18][CH:19]=[CH:20][C:7]=3[C:1]3[CH:2]=[CH:3][CH:4]=[CH:5][CH:6]=3)[CH2:16][CH2:15]2)=[CH:27][CH:26]=[CH:25][N:24]=1 |f:2.3,4.5|. Procedure: 181 mg of 4-(2-phenylphenethyl)piperidine synthesized from the corresponding raw material in the same manner as in the above-mentioned process, 150 mg of 2-methoxy-3-pyridinecarboxaldehyde and 226 mg of sodium triacetoxy borohydride were suspended in 5 ml of tetrahydrofuran, and the mixture was stirred for 20 hours at room temperature. The reaction mixture was basified by adding a 1N aqueous sodium hydroxide thereto, and then extracted with ethyl acetate. The organic layer was washed with brine,... Starting materials: C1(CCCC1)OC=1C=C(C=CC1OC)C1CCNCC1 (4-(3-cyclopentyloxy-4-methoxyphenyl)piperidine), ClC(C(=O)N=C=O)(Cl)Cl (trichloroacetylisocyanate). The solvent is N (NH3), C1CCOC1 (THF). Conditions: temperature 0 celsius, time 30 minute. The product is C1(CCCC1)OC=1C=C(C=CC1OC)C1CCN(CC1)C(=O)N (4-(3-cyclopentyloxy-4-methoxyphenyl)piperidine-1-carboxylic Acid Amide). As a reaction SMILES: [CH:1]1([O:6][C:7]2[CH:8]=[C:9]([CH:15]3[CH2:20][CH2:19][NH:18][CH2:17][CH2:16]3)[CH:10]=[CH:11][C:12]=2[O:13][CH3:14])[CH2:5][CH2:4][CH2:3][CH2:2]1.ClC(Cl)(Cl)[C:23]([N:25]=C=O)=[O:24]>C1COCC1.N>[CH:1]1([O:6][C:7]2[CH:8]=[C:9]([CH:15]3[CH2:16][CH2:17][N:18]([C:23]([NH2:25])=[O:24])[CH2:19][CH2:20]3)[CH:10]=[CH:11][C:12]=2[O:13][CH3:14])[CH2:5][CH2:4][CH2:3][CH2:2]1. Reported procedure: To a stirred solution of 4-(3-cyclopentyloxy-4-methoxyphenyl)piperidine (3.63 mmol, 1.00 g) in dry THF (40 mL) at 0° C. was added trichloroacetylisocyanate (4.72 mmol, 0.889 mg; 563 μL) dropwise over 5 minutes. The resulting solution was stirred at 0° C. for 1 hour and at room temperature for 30 minutes. The reaction was diluted with NH3 saturated CH3CN solution (40 mL) and stirred at room temperature over the weekend. The volatiles were removed in vacuo and the residue partitioned between EtOAc... Starting materials: C(CCCCCCCCCCC)(=O)OC1C(C(NC(C1C)C1=CC=CC=C1)C1=CC=CC=C1)C (2,6-diphenyl-3,5-dimethylpiperidin-4-yl laurate), CC1(OO1)C (dimethyldioxirane). The product is C(CCCCCCCCCCC)(=O)OC1C(C(N(C(C1C)C1=CC=CC=C1)O)C1=CC=CC=C1)C (1-Hydroxy-2,6-diphenyl-3,5-dimethylpiperidin-4-yl Laurate). Yield: 99.5%. Reaction SMILES: [C:1]([O:14][CH:15]1[CH:20]([CH3:21])[CH:19]([C:22]2[CH:27]=[CH:26][CH:25]=[CH:24][CH:23]=2)[NH:18][CH:17]([C:28]2[CH:33]=[CH:32][CH:31]=[CH:30][CH:29]=2)[CH:16]1[CH3:34])(=[O:13])[CH2:2][CH2:3][CH2:4][CH2:5][CH2:6][CH2:7][CH2:8][CH2:9][CH2:10][CH2:11][CH3:12].CC1(C)O[O:37]1>>[C:1]([O:14][CH:15]1[CH:16]([CH3:34])[CH:17]([C:28]2[CH:29]=[CH:30][CH:31]=[CH:32][CH:33]=2)[N:18]([OH:37])[CH:19]([C:22]2[CH:27]=[CH:26][CH:25]=[CH:24][CH:23]=2)[CH:20]1[CH3:21])(=[O:13])[CH2:2][CH2:3][CH2:4][CH2:5][CH2:6][CH2:7][CH2:8][CH2:9][CH2:10][CH2:11][CH3:12]. Reported procedure: The general procedure of Example 2 is repeated using 29.9 g (64.5 mmol) of 2,6-diphenyl-3,5-dimethylpiperidin-4-yl laurate and 1.24 L (64.5 mmol) of dimethyldioxirane (0.050M in acetone). 30.8 g (98% yield) of the title compound is isolated: mp 108°-112° C. Starting materials: Br (hydrobromic acid), C1(CC1)C=1C=CC(=NC1OC)/C(=C/CCNC(C)=O)/C1=CC=C(C=C1)SC (N-{(3E)-4-(5-cyclopropyl-6-methoxypyridin-2-yl)-4-[4-(methylsulfanyl)phenyl]but-3-en-1-yl}acetamide), O (water). The solvent is O1CCOCC1 (1,4-dioxane). Conditions: temperature 80 celsius, time 1 hour. The product is C1(CC1)C1=CC=C(NC1=O)/C(=C/CCNC(C)=O)/C1=CC=C(C=C1)SC (N-{(3E)-4-(5-Cyclopropyl-6-oxo-1,6-dihydropyridin-2-yl)-4-[4-(methylsulfanyl)phenyl]but-3-en-1-yl}acetamide). Yield: 64.4%. As a reaction SMILES: Br.[CH:2]1([C:5]2[CH:6]=[CH:7][C:8](/[C:13](/[C:21]3[CH:26]=[CH:25][C:24]([S:27][CH3:28])=[CH:23][CH:22]=3)=[CH:14]/[CH2:15][CH2:16][NH:17][C:18](=[O:20])[CH3:19])=[N:9][C:10]=2[O:11]C)[CH2:4][CH2:3]1.O>O1CCOCC1>[CH:2]1([C:5]2[C:10](=[O:11])[NH:9][C:8](/[C:13](/[C:21]3[CH:26]=[CH:25][C:24]([S:27][CH3:28])=[CH:23][CH:22]=3)=[CH:14]/[CH2:15][CH2:16][NH:17][C:18](=[O:20])[CH3:19])=[CH:7][CH:6]=2)[CH2:3][CH2:4]1. Procedure: 48% hydrobromic acid (2 mL) was added to a solution of N-{(3E)-4-(5-cyclopropyl-6-methoxypyridin-2-yl)-4-[4-(methylsulfanyl)phenyl]but-3-en-1-yl}acetamide (87 mg) in 1,4-dioxane (2 mL), and the mixture was stirred at 80° C. for one hour. The reaction solution was poured into water, followed by extraction with ethyl acetate. The organic layer was washed with brine, dried over anhydrous magnesium sulfate and filtered. The solvent was then evaporated under reduced pressure. The residue was recrysta...